This data is from the Open Reaction Database (ORD), a public repository of structured organic reaction records. The task is: describe an organic reaction: reactants, conditions, products, and yield The reactants are B(F)(F)F.CCOCC (Boron trifluoride etherate), N[C@@H](CC1=CNC2=CC=CC=C12)C(=O)N (tryptophan amide), [OH-].[Na+] (sodium hydroxide), CSC.B (borane methylsulfide). The solvent is O1CCCC1 (tetrahydrofuran), O (water), O1CCCC1 (tetrahydrofuran). Product: NCC(CC1=CNC2=CC=CC=C12)N (1,2-diamino-3-(1H-indol-3-yl)propane). RXN SMILES: B(F)(F)F.CCOCC.[NH2:10][C@H:11]([C:22]([NH2:24])=O)[CH2:12][C:13]1[C:21]2[C:16](=[CH:17][CH:18]=[CH:19][CH:20]=2)[NH:15][CH:14]=1.CSC.B.[OH-].[Na+]>O.O1CCCC1>[NH2:24][CH2:22][CH:11]([NH2:10])[CH2:12][C:13]1[C:21]2[C:16](=[CH:17][CH:18]=[CH:19][CH:20]=2)[NH:15][CH:14]=1 |f:0.1,3.4,5.6|. Procedure details: Boron trifluoride etherate (12.3 ml, 0.1 mmole) was added to a tetrahydrofuran (24.4 ml) solution of tryptophan amide (20.3 g, 0.1 mole) at room temperature with stirring. At reflux with constant stirring, borane methylsulfide (32.25 ml, 0.34 mole) was added dropwise. The reaction was heated at reflux with stirring for five hours. A tetrahydrofuran:water mixture (26 ml, 1:1) was carefully added dropwise. A sodium hydroxide solution (160 ml, 5N) was added and the mixture heated at reflux with sti... The reactants are OC1(CC1)C(=O)OCC (ethyl 1-hydroxycyclopropanecarboxylate), CC=1C=CC(=CC1)S(=O)(=O)O (PTSA), C1CC=COC1 (DHP). The solvent is C(Cl)Cl (DCM), C(Cl)Cl (DCM). Run at time 20 hour. Yields the product O1C(CCCC1)OC1(CC1)C(=O)OCC (1—ethyl 1-(tetrahydro-2H-pyran-2-yloxy)cyclopropanecarboxylate). Isolated yield 87.5%. As a reaction SMILES: [OH:1][C:2]1([C:5]([O:7][CH2:8][CH3:9])=[O:6])[CH2:4][CH2:3]1.CC1C=CC(S(O)(=O)=O)=CC=1.[CH2:21]1[CH2:26][O:25][CH:24]=[CH:23][CH2:22]1>C(Cl)Cl>[O:25]1[CH2:26][CH2:21][CH2:22][CH2:23][CH:24]1[O:1][C:2]1([C:5]([O:7][CH2:8][CH3:9])=[O:6])[CH2:4][CH2:3]1. Reported procedure: To a solution of ethyl 1-hydroxycyclopropanecarboxylate (1040 mg, 8.000 mmol) and PTSA (137 mg, 0.800 mmol) in DCM (20 mL) was added a solution of DHP (1344 mg, 16.00 mmol) in DCM (10 mL) dropwise at 0° C. The mixture was stirred for 20 h at room temperature. After concentration, the residue was purified by silica gel column chromatography eluting with petroleum ether/ethyl acetate (10/1) to afford the title compound (1500 mg, 85%) as oil. LC-MS (ESI): m/z=215 (M+H)+. Yields the product CCc1cc2c(N3CCN(C(=O)OC(C)(C)C)CC3)nc(C#N)nc2s1. Starting materials: CCc1cc2c(N3CCN(C(=O)OC(C)(C)C)CC3)nc(C(N)=O)nc2s1, CCOC(C)=O, ClCCl, CCCCCC, CCN(C(C)C)C(C)C. RXN SMILES: [C:1]([CH3:2])([CH3:3])([CH3:4])[O:5][C:6](=[O:7])[N:8]1[CH2:9][CH2:10][N:11]([c:14]2[c:15]3[c:16]([n:17][c:18]([C:20]([NH2:21])=[O:22])[n:19]2)[s:23][c:24]([CH2:26][CH3:27])[cH:25]3)[CH2:12][CH2:13]1.[C:43]([O:44][CH2:45][CH3:46])(=[O:47])[CH3:48].[CH2:49]([Cl:50])[Cl:51].[CH3:37][CH2:38][CH2:39][CH2:40][CH2:41][CH3:42].[CH:28]([N:29]([CH:30]([CH3:31])[CH3:32])[CH2:33][CH3:34])([CH3:35])[CH3:36]>>[C:1]([CH3:2])([CH3:3])([CH3:4])[O:5][C:6](=[O:7])[N:8]1[CH2:9][CH2:10][N:11]([c:14]2[c:15]3[c:16]([n:17][c:18]([C:20]#[N:21])[n:19]2)[s:23][c:24]([CH2:26][CH3:27])[cH:25]3)[CH2:12][CH2:13]1. The reactants are C1(=CC=CC=C1)CC(CN=[N+]=[N-])O (3-phenyl-2-hydroxypropylazide), [H-].[Al+3].[Li+].[H-].[H-].[H-] (lithium aluminum hydride). Solvent: O1CCCC1 (tetrahydrofuran). The product is C1(=CC=CC=C1)CC(CN)O (3-Phenyl-2-hydroxypropylamine). Isolated yield 102.7%. Reaction SMILES: [C:1]1([CH2:7][CH:8]([OH:13])[CH2:9][N:10]=[N+]=[N-])[CH:6]=[CH:5][CH:4]=[CH:3][CH:2]=1.[H-].[Al+3].[Li+].[H-].[H-].[H-]>O1CCCC1>[C:1]1([CH2:7][CH:8]([OH:13])[CH2:9][NH2:10])[CH:6]=[CH:5][CH:4]=[CH:3][CH:2]=1 |f:1.2.3.4.5.6|. Reported procedure: A procedure similar to that described in Preparation 13 was repeated, except that 6.0 g of 3-phenyl-2-hydroxypropylazide (prepared as described in Preparation 16), 2.6 g of lithium aluminum hydride and 300 ml of anhydrous tetrahydrofuran were used, to give 5.26 g of the title compound, melting at 64° C. to 66° C. Starting materials: [Cl-].[NH4+] (ammonium chloride), CI (Methyl iodide), [Mg] (magnesium), BrC=1C=C2C(=CNC2=CC1)C=C[N+](=O)[O-] (5-bromo-3-(2-nitroethenyl)-1H-indole), 11. Run in CCOCC (ether), O1CCCC1 (tetrahydrofuran). Run at time 12 hour. Yields the product BrC=1C=C2C(=CNC2=CC1)C(C[N+](=O)[O-])C (5-Bromo-3-(1-methyl-2-nitroethyl)-1H-indole). Yield: 49.5%. Reaction SMILES: [CH3:1]I.[Mg].[Br:4][C:5]1[CH:6]=[C:7]2[C:11](=[CH:12][CH:13]=1)[NH:10][CH:9]=[C:8]2[CH:14]=[CH:15][N+:16]([O-:18])=[O:17].[Cl-].[NH4+]>CCOCC.O1CCCC1>[Br:4][C:5]1[CH:6]=[C:7]2[C:11](=[CH:12][CH:13]=1)[NH:10][CH:9]=[C:8]2[CH:14]([CH3:1])[CH2:15][N+:16]([O-:18])=[O:17] |f:3.4|. Procedure: Methyl iodide (35.5 g) was added to a stirred suspension of magnesium (4.8 g) in dry ether (100 ml) over a period of 10 min. To the grey solution was added a solution of 5-bromo-3-(2-nitroethenyl)-1H-indole (13.4 g) in dry tetrahydrofuran (250 ml) over a period of 11/2 h. The resulting mass was stirred vigorously for 12 h, followed by the careful addition of saturated ammonium chloride (250 ml). After separation of the organic phase, the aqueous phase was extracted with ether (500 ml). The combi... Starting materials: CC(=O)OC(C)=O, Cc1cccc(C)c1NC(=O)CN1CCN(CC(O)C2COc3ccccc3O2)CC1, O, c1ccncc1. Reaction SMILES: [CH3:32][C:33](=[O:34])[O:35][C:36](=[O:37])[CH3:38].[O:1]1[CH:2]([CH:11]([CH2:12][N:13]2[CH2:14][CH2:15][N:16]([CH2:19][C:20](=[O:21])[NH:22][c:23]3[c:24]([CH3:30])[cH:25][cH:26][cH:27][c:28]3[CH3:29])[CH2:17][CH2:18]2)[OH:31])[CH2:3][O:4][c:5]2[c:6]1[cH:7][cH:8][cH:9][cH:10]2.[OH2:39].[cH:40]1[cH:41][cH:42][n:43][cH:44][cH:45]1>>[O:1]1[CH:2]([CH:11]([CH2:12][N:13]2[CH2:14][CH2:15][N:16]([CH2:19][C:20](=[O:21])[NH:22][c:23]3[c:24]([CH3:30])[cH:25][cH:26][cH:27][c:28]3[CH3:29])[CH2:17][CH2:18]2)[O:31][C:33]([CH3:32])=[O:34])[CH2:3][O:4][c:5]2[c:6]1[cH:7][cH:8][cH:9][cH:10]2. Product: CC(=O)OC(CN1CCN(CC(=O)Nc2c(C)cccc2C)CC1)C1COc2ccccc2O1. The reactants are OC1=C(C2=CC=CC=C2C=C1)C(=O)OC (methyl 2-hydroxy-1-naphthoate), [H][H] (hydrogen), [H][H] (hydrogen). The reagents and catalysts are [Pd] (palladium-on-carbon). Run in C(C)(=O)O (acetic acid). Reaction conditions: time 3 hour. Product: OC1=C(C=2CCCCC2C=C1)C(=O)OC (methyl 2-hydroxy-5,6,7,8-tetrahydro-1-naphthoate). As a reaction SMILES: [OH:1][C:2]1[CH:11]=[CH:10][C:9]2[C:4](=[CH:5][CH:6]=[CH:7][CH:8]=2)[C:3]=1[C:12]([O:14][CH3:15])=[O:13].[H][H]>[Pd].C(O)(=O)C>[OH:1][C:2]1[CH:11]=[CH:10][C:9]2[CH2:8][CH2:7][CH2:6][CH2:5][C:4]=2[C:3]=1[C:12]([O:14][CH3:15])=[O:13]. Procedure details: In 2.5 l. of glacial acetic acid is dissolved 417 g. of methyl 2-hydroxy-1-naphthoate, and with the addition of 150 g. of 5% palladium-on-carbon, reduction is carried out at a temperature of 60° to 80° C with hydrogen introduced at a pressure of 100kg./cm2. In 3 hours, approximately 2 moles of hydrogen is absorbed. The reaction mixture is filtered and the filtrate is concentrated under reduced pressure. The residue is then subjected to distillation under reduced pressure and the fraction boiling... Reactants: C(C1=CC=CC=C1)OC(=O)NCCC=1C=C(OCC(=O)O)C=CC1 (3-[2-(benzyloxycarbonylamino)-ethyl]-phenoxyacetic acid), C(=O)(C=1NC=CN1)C=1NC=CN1 (carbonyl-bis-imidazole), NC1=NN=NN1 (5-aminotetrazole). Run in O1CCCC1 (tetrahydrofuran). Run at temperature 40 celsius, time 30 minute. Product: N1N=NN=C1NC(COC1=CC(=CC=C1)CCNC(=O)OCC1=CC=CC=C1)=O (3-[2-(Benzyloxycarbonylamino)-ethyl]-phenoxyacetic acid (1H-tetrazol-5-yl)-amide). As a reaction SMILES: [CH2:1]([O:8][C:9]([NH:11][CH2:12][CH2:13][C:14]1[CH:15]=[C:16]([CH:22]=[CH:23][CH:24]=1)[O:17][CH2:18][C:19](O)=[O:20])=[O:10])[C:2]1[CH:7]=[CH:6][CH:5]=[CH:4][CH:3]=1.C(C1NC=CN=1)(C1NC=CN=1)=O.[NH2:37][C:38]1[NH:42][N:41]=[N:40][N:39]=1>O1CCCC1>[NH:39]1[C:38]([NH:37][C:19](=[O:20])[CH2:18][O:17][C:16]2[CH:22]=[CH:23][CH:24]=[C:14]([CH2:13][CH2:12][NH:11][C:9]([O:8][CH2:1][C:2]3[CH:7]=[CH:6][CH:5]=[CH:4][CH:3]=3)=[O:10])[CH:15]=2)=[N:42][N:41]=[N:40]1. Procedure details: To a solution at 40° C. of 13.1 g. (39.8 mMol) 3-[2-(benzyloxycarbonylamino)-ethyl]-phenoxyacetic acid and 130 ml. anhydrous tetrahydrofuran are added 6.48 g. (39.9 mMol) carbonyl-bis-imidazole, followed by stirring for 30 minutes at 40° C. 3.39 g. (39.9 mMol) anhydrous 5-aminotetrazole are then added thereto and allowed to react for 18 hours at 60° C. After distilling off the tetrahydrofuran, there is obtained a colourless oil which is stirred with 130 ml. 2N hydrochloric acid, crystallisation ...